This data is from the Open Reaction Database (ORD), a public repository of structured organic reaction records. The task is: describe an organic reaction: reactants, conditions, products, and yield Reactants: CN(C)c1ncc(Br)cn1, CCCC[Sn](Cl)(CCCC)CCCC, [Li]CCCC, CCOC(C)=O, [F-], [K+], C1CCOC1. The product is CCCC[Sn](CCCC)(CCCC)c1cnc(N(C)C)nc1. RXN SMILES: [Br:6][c:7]1[cH:8][n:9][c:10]([N:13]([CH3:14])[CH3:15])[n:11][cH:12]1.[CH2:16]([CH2:17][CH2:18][CH3:19])[Sn:20]([CH2:21][CH2:22][CH2:23][CH3:24])([CH2:25][CH2:26][CH2:27][CH3:28])[Cl:29].[CH2:1]([Li:2])[CH2:3][CH2:4][CH3:5].[CH3:37][CH2:38][O:39][C:40](=[O:41])[CH3:42].[F-:30].[K+:31].[O:32]1[CH2:33][CH2:34][CH2:35][CH2:36]1>>[c:7]1([Sn:20]([CH2:16][CH2:17][CH2:18][CH3:19])([CH2:21][CH2:22][CH2:23][CH3:24])[CH2:25][CH2:26][CH2:27][CH3:28])[cH:8][n:9][c:10]([N:13]([CH3:14])[CH3:15])[n:11][cH:12]1. The reactants are CN1CCCC1CCNc1nc2cc([N+](=O)[O-])ccc2s1, CCO, [Na+], [OH-], Cl[Sn]Cl. Yields the product CN1CCCC1CCNc1nc2cc(N)ccc2s1. As a reaction SMILES: [CH3:1][N:2]1[CH:3]([CH2:7][CH2:8][NH:9][c:10]2[s:11][c:12]3[c:13]([n:14]2)[cH:15][c:16]([N+:19]([O-:20])=[O:21])[cH:17][cH:18]3)[CH2:4][CH2:5][CH2:6]1.[CH3:27][CH2:28][OH:29].[Na+:26].[OH-:25].[Sn:22]([Cl:23])[Cl:24]>>[CH3:1][N:2]1[CH:3]([CH2:7][CH2:8][NH:9][c:10]2[s:11][c:12]3[c:13]([n:14]2)[cH:15][c:16]([NH2:19])[cH:17][cH:18]3)[CH2:4][CH2:5][CH2:6]1. Product: Cc1ccc(S(=O)(=O)OCC2OC(c3ccc(Cl)c(Cc4ncc(-c5ccco5)s4)c3)C(O)C(O)C2O)cc1. Reaction SMILES: [Cl:1][c:2]1[c:3]([CH2:19][c:20]2[s:21][c:22](-[c:25]3[o:26][cH:27][cH:28][cH:29]3)[cH:23][n:24]2)[cH:4][c:5]([CH:8]2[O:9][CH:10]([CH2:17][OH:18])[CH:11]([OH:16])[CH:12]([OH:15])[CH:13]2[OH:14])[cH:6][cH:7]1.[OH2:41].[c:30]1([CH3:40])[cH:31][cH:32][c:33]([S:36](=[O:37])(=[O:38])[Cl:39])[cH:34][cH:35]1.[n:42]1[c:43]([CH3:44])[cH:45][cH:46][cH:47][c:48]1[CH3:49]>>[Cl:1][c:2]1[c:3]([CH2:19][c:20]2[s:21][c:22](-[c:25]3[o:26][cH:27][cH:28][cH:29]3)[cH:23][n:24]2)[cH:4][c:5]([CH:8]2[O:9][CH:10]([CH2:17][O:18][S:36]([c:33]3[cH:32][cH:31][c:30]([CH3:40])[cH:35][cH:34]3)(=[O:37])=[O:38])[CH:11]([OH:16])[CH:12]([OH:15])[CH:13]2[OH:14])[cH:6][cH:7]1. The reactants are OCC1OC(c2ccc(Cl)c(Cc3ncc(-c4ccco4)s3)c2)C(O)C(O)C1O, O, Cc1ccc(S(=O)(=O)Cl)cc1, Cc1cccc(C)n1. The reactants are BrC1=C(C(=O)CC(=O)OCC)C=C(C(=C1)F)F (ethyl (2-bromo-4,5-difluorobenzoyl)acetate), C(OCC)([O-])[O-] (ethyl orthoformate), C(C)(=O)OC(C)=O (acetic anhydride). Run at temperature 150 celsius. Yields the product BrC1=C(C(=O)C(C(=O)OCC)=COCC)C=C(C(=C1)F)F (ethyl 2-(2-bromo-4,5-difluorobenzoyl)-3-ethoxyacrylate). Yield: 79.7%. Reaction SMILES: [Br:1][C:2]1[CH:15]=[C:14]([F:16])[C:13]([F:17])=[CH:12][C:3]=1[C:4]([CH2:6][C:7]([O:9][CH2:10][CH3:11])=[O:8])=[O:5].[CH:18]([O-])([O-])[O:19][CH2:20][CH3:21].C(OC(=O)C)(=O)C>>[Br:1][C:2]1[CH:15]=[C:14]([F:16])[C:13]([F:17])=[CH:12][C:3]=1[C:4]([C:6](=[CH:18][O:19][CH2:20][CH3:21])[C:7]([O:9][CH2:10][CH3:11])=[O:8])=[O:5]. Procedure: A mixture of ethyl (2-bromo-4,5-difluorobenzoyl)acetate (52.0 g), ethyl orthoformate (36.6 g) and acetic anhydride (41.6 g) is heated at 150° C. for 2 hours. After the reaction, the reaction mixture is concentrated under reduced pressure. The resulting residue is purified by silica gel column chromatography (solvent, dichloromethane:n-hexane=2:1) to give ethyl 2-(2-bromo-4,5-difluorobenzoyl)-3-ethoxyacrylate (49 g). Starting materials: C=O (formaldehyde), [Na] (sodium), [Br-].O(C1=CC=CC=C1)CC(=O)N[C@H]1[C@@H]2N(C(=C(CS2)C[P+](C2=CC=CC=C2)(C2=CC=CC=C2)C2=CC=CC=C2)C(=O)OCC(Cl)(Cl)Cl)C1=O ([7β-phenoxyacetamido-4-(2,2,2-trichloroethoxycarbonyl)ceph-3-em-3-ylmethyl]-triphenylphosphonium bromide). Run in C(Cl)Cl (methylene chloride). Reaction conditions: time 2 hour. Product: O(C1=CC=CC=C1)CC(=O)N[C@H]1[C@@H]2N(C(=C(CS2)C=C)C(=O)OCC(Cl)(Cl)Cl)C1=O (2,2,2-Trichloroethyl 7β-Phenoxyacetamido-3-vinylceph-3-em-4carboxylate). Yield: 17.0%. Reaction SMILES: [CH2:1]=O.[Na].[Br-].[O:5]([CH2:12][C:13]([NH:15][C@@H:16]1[C:51](=[O:52])[N:18]2[C:19]([C:43]([O:45][CH2:46][C:47]([Cl:50])([Cl:49])[Cl:48])=[O:44])=[C:20]([CH2:23][P+](C3C=CC=CC=3)(C3C=CC=CC=3)C3C=CC=CC=3)[CH2:21][S:22][C@H:17]12)=[O:14])[C:6]1[CH:11]=[CH:10][CH:9]=[CH:8][CH:7]=1>C(Cl)Cl>[O:5]([CH2:12][C:13]([NH:15][C@@H:16]1[C:51](=[O:52])[N:18]2[C:19]([C:43]([O:45][CH2:46][C:47]([Cl:49])([Cl:48])[Cl:50])=[O:44])=[C:20]([CH:23]=[CH2:1])[CH2:21][S:22][C@H:17]12)=[O:14])[C:6]1[CH:11]=[CH:10][CH:9]=[CH:8][CH:7]=1 |f:2.3,^1:2|. Procedure: 40% -Aqueous formaldehyde (24 ml.) and 3% -sodium hydrogne carbonate solution (80 ml.) were added to a solution of [7β-phenoxyacetamido-4-(2,2,2-trichloroethoxycarbonyl)ceph-3-em-3-ylmethyl]-triphenylphosphonium bromide (4.93 g, 6 mmole) in methylene chloride (40 ml.). The two-phase mixture was stirred vigorously for 2 hours and the organic phase was washed with water (100 ml.), dried (MgSO4), and evaporated to an orange foam. This foam was chromatographed on Kieselgel G (Merck; 150 g) with meth... Starting materials: FC1=CC=C(C(=O)C=2NC(NC2C)=O)C=C1 (1,3-Dihydro-4-(4-fluorobenzoyl)-5-methyl-2H-imidazol-2-one), N1C=NC2=C1C=CC=C2 (1H-benzimidazole). Run in CO (methanol). Run at temperature 185 celsius. Yields the product N1(C=NC2=C1C=CC=C2)C2=CC=C(C(=O)C=1NC(NC1C)=O)C=C2 (4-[4-(1H-Benzimidazol-1-yl)benzoyl]-1,3-dihydro-5-methyl-2H-imidazol-2-one). RXN SMILES: F[C:2]1[CH:16]=[CH:15][C:5]([C:6]([C:8]2[NH:9][C:10](=[O:14])[NH:11][C:12]=2[CH3:13])=[O:7])=[CH:4][CH:3]=1.[NH:17]1[C:21]2[CH:22]=[CH:23][CH:24]=[CH:25][C:20]=2[N:19]=[CH:18]1>CO>[N:17]1([C:2]2[CH:16]=[CH:15][C:5]([C:6]([C:8]3[NH:9][C:10](=[O:14])[NH:11][C:12]=3[CH3:13])=[O:7])=[CH:4][CH:3]=2)[C:21]2[CH:22]=[CH:23][CH:24]=[CH:25][C:20]=2[N:19]=[CH:18]1. Procedure: 1,3-Dihydro-4-(4-fluorobenzoyl)-5-methyl-2H-imidazol-2-one (4.4 g, 20 mmol) is combined with 1H-benzimidazole (30 g, 254 mmol) in a sealed flask with stirring, and the mixture heated at about 185° C. for about 7 hr. The mixture is cooled, 120 mL of methanol is added and the mixture stirred in an ice bath. The suspension is filtered and the filter cake washed with water and acetone. The remainder of the process is carried out as in Example IV to yield the title compound. Starting materials: CC1=C(C(=CC=C1)C)C1=NC(=C(C(=N1)C)COC1=C(C=CC(=C1)C(C)C)C)N1C[C@H](NCC1)C (2-(2,6-dimethylphenyl)-5-[(5-isopropyl-2-methylphenoxy)methyl]-4-methyl-6-[(3R)-3-methylpiperazin-1-yl]pyrimidine), BrCC(=O)N (2-bromoacetamide), C([O-])([O-])=O.[Na+].[Na+] (sodium carbonate). The solvent is CC(=O)N(C)C (DMA). Run at temperature 60 celsius, time 18 hour. Product: CC1=C(C(=CC=C1)C)C1=NC(=C(C(=N1)N1C[C@H](N(CC1)CC(=O)N)C)COC1=C(C=CC(=C1)C(C)C)C)C (2-((2R)-4-{2-(2,6-dimethylphenyl)-5-[(5-isopropyl-2-methylphenoxy)methyl]-6-methyl-4-pyrimidinyl}-2-methyl-1-piperazinyl)acetamide). Reaction SMILES: [CH3:1][C:2]1[CH:7]=[CH:6][CH:5]=[C:4]([CH3:8])[C:3]=1[C:9]1[N:14]=[C:13]([CH3:15])[C:12]([CH2:16][O:17][C:18]2[CH:23]=[C:22]([CH:24]([CH3:26])[CH3:25])[CH:21]=[CH:20][C:19]=2[CH3:27])=[C:11]([N:28]2[CH2:33][CH2:32][NH:31][C@H:30]([CH3:34])[CH2:29]2)[N:10]=1.Br[CH2:36][C:37]([NH2:39])=[O:38].C(=O)([O-])[O-].[Na+].[Na+]>CC(N(C)C)=O>[CH3:1][C:2]1[CH:7]=[CH:6][CH:5]=[C:4]([CH3:8])[C:3]=1[C:9]1[N:10]=[C:11]([N:28]2[CH2:33][CH2:32][N:31]([CH2:36][C:37]([NH2:39])=[O:38])[C@H:30]([CH3:34])[CH2:29]2)[C:12]([CH2:16][O:17][C:18]2[CH:23]=[C:22]([CH:24]([CH3:26])[CH3:25])[CH:21]=[CH:20][C:19]=2[CH3:27])=[C:13]([CH3:15])[N:14]=1 |f:2.3.4|. Procedure: A mixture of 2-(2,6-dimethylphenyl)-5-[(5-isopropyl-2-methylphenoxy)methyl]-4-methyl-6-[(3R)-3-methylpiperazin-1-yl]pyrimidine (32 mg, 0.07 mmol), 2-bromoacetamide (29 mg, 0.21 mmol), sodium carbonate (44 mg) and DMA (1 mL) is heated at 60° C. under nitrogen with magnetic stirring for 18 h. The reaction mixture is allowed to cool and partitioned between EtOAc (8 mL) and water (2 mL). The organic layer is separated, washed with water (2 mL), brine (2 mL), dried over anhydrous sodium sulfate, filt... Reactants: C(C)(C)(C)OC(=O)NC(NC1=CC=C(C(=O)OC2=C(C=C(C=C2)CC(=O)OCC2=CC=CC=C2)Cl)C=C1)=NC(=O)OC(C)(C)C (4-[2-(benzyloxy)-2-oxoethyl]-2-chlorophenyl 4-[N′,N″-bis(tert-butoxycarbonyl)carbamimidamido]benzoate). The reagents and catalysts are [C].[Pd] (palladium-carbon). Run in O1CCCC1 (tetrahydrofuran). Run at time 1 hour. The product is C(C)(C)(C)OC(=O)NC(NC1=CC=C(C(=O)OC2=C(C=C(C=C2)CC(=O)O)Cl)C=C1)=NC(=O)OC(C)(C)C ([4-({4-[N′,N″-bis(tert-butoxycarbonyl)carbamimidamido]benzoyl}oxy)-3-chlorophenyl]acetic acid). Isolated yield 104.7%. Reaction SMILES: [C:1]([O:5][C:6]([NH:8][C:9](=[N:38][C:39]([O:41][C:42]([CH3:45])([CH3:44])[CH3:43])=[O:40])[NH:10][C:11]1[CH:37]=[CH:36][C:14]([C:15]([O:17][C:18]2[CH:23]=[CH:22][C:21]([CH2:24][C:25]([O:27]CC3C=CC=CC=3)=[O:26])=[CH:20][C:19]=2[Cl:35])=[O:16])=[CH:13][CH:12]=1)=[O:7])([CH3:4])([CH3:3])[CH3:2]>O1CCCC1.[C].[Pd]>[C:42]([O:41][C:39]([NH:38][C:9](=[N:8][C:6]([O:5][C:1]([CH3:4])([CH3:3])[CH3:2])=[O:7])[NH:10][C:11]1[CH:37]=[CH:36][C:14]([C:15]([O:17][C:18]2[CH:23]=[CH:22][C:21]([CH2:24][C:25]([OH:27])=[O:26])=[CH:20][C:19]=2[Cl:35])=[O:16])=[CH:13][CH:12]=1)=[O:40])([CH3:44])([CH3:45])[CH3:43] |f:2.3|. Procedure: To a solution of 4-[2-(benzyloxy)-2-oxoethyl]-2-chlorophenyl 4-[N′,N″-bis(tert-butoxycarbonyl)carbamimidamido]benzoate (1.98 g) in tetrahydrofuran (27.1 mL) was added 10% palladium-carbon (196 mg), followed by stirring at room temperature for 1 hour at normal pressure under a hydrogen atmosphere. The reaction suspension was filtered through Celite, and then the filtrate was concentrated under reduced pressure to obtain [4-({4-[N′,N″-bis(tert-butoxycarbonyl)carbamimidamido]benzoyl}oxy)-3-chloroph... Starting materials: O1[C@@]23[C@H]1[C@@H]([C@H]1[C@@H]4[C@H]5[C@@H](C([C@@]4(C)CC[C@@H]1[C@]3(CC[C@@H](C2)OC(C(C)(C)C)=O)C)=O)C5)O (5,6β-epoxy-7β-hydroxy-15β,16β-methylen-3β-pivaloyloxy-5β-androstan-17-one), ClC(C(=O)C(Cl)(Cl)Cl)(Cl)Cl (hexachloroacetone), C1(=CC=CC=C1)P(C1=CC=CC=C1)C1=CC=CC=C1 (triphenylphosphine). Solvent: ClCCl (dichloromethane). Reaction conditions: temperature 12.5 celsius. Yields the product Cl[C@H]1[C@H]2[C@@H]3[C@H]4[C@@H](C([C@@]3(C)CC[C@@H]2[C@]2(CC[C@@H](C[C@@]23[C@@H]1O3)OC(C(C)(C)C)=O)C)=O)C4 (7α-chloro-5,6β-epoxy-15β,16β-methylen-3β-pivaloyloxy-5β-androstan-17-one). RXN SMILES: [O:1]1[C@@H:3]2[C@H:4](O)[C@@H:5]3[C@@H:14]([C@@:15]4([CH3:27])[CH2:16][CH2:17][C@H:18]([O:20][C:21](=[O:26])[C:22]([CH3:25])([CH3:24])[CH3:23])[CH2:19][C@@:2]124)[CH2:13][CH2:12][C@@:10]1([CH3:11])[C@H:6]3[C@@H:7]2[CH2:29][C@@H:8]2[C:9]1=[O:28].[Cl:31]C(Cl)(Cl)C(C(Cl)(Cl)Cl)=O.C1(P(C2C=CC=CC=2)C2C=CC=CC=2)C=CC=CC=1>ClCCl>[Cl:31][C@@H:4]1[C@H:3]2[O:1][C@:2]32[C@:15]([CH3:27])([CH2:16][CH2:17][C@H:18]([O:20][C:21](=[O:26])[C:22]([CH3:25])([CH3:24])[CH3:23])[CH2:19]3)[C@@H:14]2[C@@H:5]1[C@H:6]1[C@@:10]([CH2:12][CH2:13]2)([CH3:11])[C:9](=[O:28])[C@H:8]2[CH2:29][C@@H:7]12. Procedure details: reaction of compound 2 with hexachloroacetone in dichloromethane added with triphenylphosphine at a temperature of 0-5° C. followed by heating to 10-15° C., to yield 7α-chloro-5,6β-epoxy-15β,16β-methylen-3β-pivaloyloxy-5β-androstan-17-one 3: Starting materials: C1CO1.C(CCCCCCC)C1=C(C=CC=C1)O (n-octylphenol ethylene oxide), C1CO1 (ethylene oxide), C1CO1 (ethylene oxide), C1CO1.C(CCCCCCCC)C1=C(C=CC=C1)O (nonylphenol ethylene oxide). Product: C1CO1.C(CCCCCCC)C1(CCCCC1)O (n-Octylcyclohexanol ethylene oxide). As a reaction SMILES: [CH2:1]1[O:3][CH2:2]1.[CH2:4]([C:12]1[CH:17]=[CH:16][CH:15]=[CH:14][C:13]=1O)[CH2:5][CH2:6][CH2:7][CH2:8][CH2:9][CH2:10][CH3:11].C1[O:21]C1.C1OC1.C(C1C=CC=CC=1O)CCCCCCCC>>[CH2:2]1[O:3][CH2:1]1.[CH2:4]([C:12]1([OH:21])[CH2:17][CH2:16][CH2:15][CH2:14][CH2:13]1)[CH2:5][CH2:6][CH2:7][CH2:8][CH2:9][CH2:10][CH3:11] |f:0.1,3.4,5.6|. Reported procedure: The reaction, filtration, dehydration and solvent removal were carried out by the same procedures as Example 12 except that n-octylphenol ethylene oxide adduct having an ethylene oxide addition mole number of 5.0 was used in place of nonylphenol ethylene oxide adduct having an ethylene oxide addition mole number of 5.0. n-Octylcyclohexanol ethylene oxide adduct was obtained.